Dataset: the Open Reaction Database (ORD), a public repository of structured organic reaction records. Task: describe an organic reaction: reactants, conditions, products, and yield Reactants: CO, COC(=O)C(=O)N(C(C)C)C(C)C, [Na+], [OH-]. Product: CC(C)N(C(=O)C(=O)O)C(C)C. Reaction SMILES: [CH3:16][OH:17].[CH:1]([CH3:2])([CH3:3])[N:4]([C:5]([C:6](=[O:7])[O:8][CH3:9])=[O:10])[CH:11]([CH3:12])[CH3:13].[Na+:15].[OH-:14]>>[CH:1]([CH3:2])([CH3:3])[N:4]([C:5]([C:6](=[O:7])[OH:8])=[O:10])[CH:11]([CH3:12])[CH3:13]. Starting materials: BrC1=C2C=CC=CC2=C(C=2C3=C(SC21)C=CC=C3)C=3C=C(C(=CC3)O)O (4-(6-bromo-benzo[b]naphtho[2,3-d]thiophen-11-yl)-benzene-1,2-diol), BrBr (bromine). The product is BrC=1C=C(C(=CC1C1=C2C=CC=CC2=C(C2=C1C1=C(S2)C=CC=C1)Br)O)O (4-Bromo-5-(6-bromo-benzo[b]naphtho[2,3-d]thiophen- 11-yl)-benzene- 1,2-diol). Reaction SMILES: [Br:1][C:2]1[C:14]2[S:13][C:12]3[CH:15]=[CH:16][CH:17]=[CH:18][C:11]=3[C:10]=2[C:9]([C:19]2[CH:20]=[C:21]([OH:26])[C:22]([OH:25])=[CH:23][CH:24]=2)=[C:8]2[C:3]=1[CH:4]=[CH:5][CH:6]=[CH:7]2.[Br:27]Br>>[Br:27][C:24]1[CH:23]=[C:22]([OH:25])[C:21]([OH:26])=[CH:20][C:19]=1[C:9]1[C:10]2[C:11]3[CH:18]=[CH:17][CH:16]=[CH:15][C:12]=3[S:13][C:14]=2[C:2]([Br:1])=[C:3]2[C:8]=1[CH:7]=[CH:6][CH:5]=[CH:4]2. Procedure details: Prepared from 4-(6-bromo-benzo[b]naphtho[2,3-d]thiophen-11-yl)-benzene-1, 2-diol (Example 43) according to the procedure of Example 58. White solid: mp 138-140° C.: MS (EI): [M+], 2 bromine isotope pattern, 498, 500, 502; Anal. Calc. for C22H12Br2O2S: C, 52.83, H, 2.42, N, 0.00. Found: C, 52.17, H, 2.71, N, 0.05. The reactants are Cc1nc(C(N)CC(C)C)no1, CCO, O=C(O)c1ccc(C2CC2)c(OCC2CC2)n1. Yields the product Cc1nc(C(CC(C)C)NC(=O)c2ccc(C3CC3)c(OCC3CC3)n2)no1. As a reaction SMILES: [CH3:18][c:19]1[n:20][c:21]([CH:24]([NH2:25])[CH2:26][CH:27]([CH3:28])[CH3:29])[n:22][o:23]1.[CH3:30][CH2:31][OH:32].[CH:1]1([c:4]2[cH:5][cH:6][c:7]([C:15](=[O:16])[OH:17])[n:8][c:9]2[O:10][CH2:11][CH:12]2[CH2:13][CH2:14]2)[CH2:2][CH2:3]1>>[CH:1]1([c:4]2[cH:5][cH:6][c:7]([C:15](=[O:17])[NH:25][CH:24]([c:21]3[n:20][c:19]([CH3:18])[o:23][n:22]3)[CH2:26][CH:27]([CH3:28])[CH3:29])[n:8][c:9]2[O:10][CH2:11][CH:12]2[CH2:13][CH2:14]2)[CH2:2][CH2:3]1.